Dataset: the Open Reaction Database (ORD), a public repository of structured organic reaction records. Task: describe an organic reaction: reactants, conditions, products, and yield The reactants are C1(CC1)C(=O)Cl (cyclopropanecarbonyl chloride), NCCN1C=C(C2=CC=C(C(=C12)Br)COC1CN(CCC1C1=CC=C(C=C1)OCCCOCC1=C(C=CC=C1)OC)C(=O)OCC1=CC=CC=C1)C (benzyl 3-[1-(2-aminoethyl)-7-bromo-3-methyl-1H-indol-6-ylmethoxy]-4-{4-[3-(2-methoxybenzyloxy)propoxy]phenyl}piperidine-1-carboxylate), N1=CC=CC=C1 (pyridine). Run in ClCCl (dichloromethane). Run at time 30 minute. Yields the product BrC=1C(=CC=C2C(=CN(C12)CCNC(=O)C1CC1)C)COC1CN(CCC1C1=CC=C(C=C1)OCCCOCC1=C(C=CC=C1)OC)C(=O)OCC1=CC=CC=C1 (Benzyl 3-{7-bromo-1-[2-(cyclopropanecarbonylamino)ethyl]-3-methyl-1H-indol-6-ylmethoxy}-4-{4-[3-(2-methoxybenzyloxy)propoxy]phenyl}piperidine-1-carboxylate), SiO2. Reaction SMILES: [NH2:1][CH2:2][CH2:3][N:4]1[C:12]2[C:7](=[CH:8][CH:9]=[C:10]([CH2:14][O:15][CH:16]3[CH:21]([C:22]4[CH:27]=[CH:26][C:25]([O:28][CH2:29][CH2:30][CH2:31][O:32][CH2:33][C:34]5[CH:39]=[CH:38][CH:37]=[CH:36][C:35]=5[O:40][CH3:41])=[CH:24][CH:23]=4)[CH2:20][CH2:19][N:18]([C:42]([O:44][CH2:45][C:46]4[CH:51]=[CH:50][CH:49]=[CH:48][CH:47]=4)=[O:43])[CH2:17]3)[C:11]=2[Br:13])[C:6]([CH3:52])=[CH:5]1.N1C=CC=CC=1.[CH:59]1([C:62](Cl)=[O:63])[CH2:61][CH2:60]1>ClCCl>[Br:13][C:11]1[C:10]([CH2:14][O:15][CH:16]2[CH:21]([C:22]3[CH:23]=[CH:24][C:25]([O:28][CH2:29][CH2:30][CH2:31][O:32][CH2:33][C:34]4[CH:39]=[CH:38][CH:37]=[CH:36][C:35]=4[O:40][CH3:41])=[CH:26][CH:27]=3)[CH2:20][CH2:19][N:18]([C:42]([O:44][CH2:45][C:46]3[CH:51]=[CH:50][CH:49]=[CH:48][CH:47]=3)=[O:43])[CH2:17]2)=[CH:9][CH:8]=[C:7]2[C:12]=1[N:4]([CH2:3][CH2:2][NH:1][C:62]([CH:59]1[CH2:61][CH2:60]1)=[O:63])[CH:5]=[C:6]2[CH3:52]. Reported procedure: The solution of 0.400 g of benzyl 3-[1-(2-aminoethyl)-7-bromo-3-methyl-1H-indol-6-ylmethoxy]-4-{4-[3-(2-methoxybenzyloxy)propoxy]phenyl}piperidine-1-carboxylate (Example 76b) in 2.5 ml of dichloromethane is admixed successively with 0.74 ml of pyridine and 0.43 ml of cyclopropanecarbonyl chloride, and stirred at room temperature over 30 minutes. The reaction mixture is poured onto water (50 ml) and extracted with dichloromethane (2×40 ml). The organic phases are washed successively with 1M sodiu...